This data is from the Open Reaction Database (ORD), a public repository of structured organic reaction records. The task is: describe an organic reaction: reactants, conditions, products, and yield The reactants are C(C)(C)C1=NN2C(C=CC=C2)=C1C=CC (2-Isopropyl-3-propenylpyrazolo[1,5-a]pyridine), [H][H] (hydrogen). Reagents/catalysts: [Pd] (palladium-on-charcoal). Run in C(C)O (ethanol). Product: C(C)(C)C1=NN2C(C=CC=C2)=C1CCC (2-Isopropyl-3-propylpyrazolo[1,5-a]pyridine). The yield is 79.2%. Reaction SMILES: [CH:1]([C:4]1[C:12]([CH:13]=[CH:14][CH3:15])=[C:7]2[CH:8]=[CH:9][CH:10]=[CH:11][N:6]2[N:5]=1)([CH3:3])[CH3:2].[H][H]>C(O)C.[Pd]>[CH:1]([C:4]1[C:12]([CH2:13][CH2:14][CH3:15])=[C:7]2[CH:8]=[CH:9][CH:10]=[CH:11][N:6]2[N:5]=1)([CH3:3])[CH3:2]. Reported procedure: A solution of 2.0 g of the compound obtained in Example 38 in 20 ml of ethanol was stirred in a hydrogen atmosphere at atmospheric pressure and room temperature in the presence of 100 mg of 10% palladium-on-charcoal for an hour. The solution was filtered and concentrated to dryness in vacuo. The residue was subjected to silica gel column chromatography, eluted with dichloromethane to give 1.6 g (62%) of the desired compound as colorless needles, mp 41°-42° C. The reactants are N1(CCC1)CCN1C(=NC(=C1)C1=CC(=C(C=C1)F)C)C1CCN(CC1)C1=C(C(=NC=N1)N)C(C)C (6-{4-[1-(2-azetidin-1-yl-ethyl)-4-(4-fluoro-3-methyl-phenyl)-1H-imidazol-2-yl]-piperidin-1-yl}-5-isopropyl-pyrimidin-4-ylamine), Cl (HCl), O1CCOCC1 (dioxane). Solvent: CO (methanol). Run at temperature 40 celsius, time 72 hour. Product: ClCCCNCCN1C(=NC(=C1)C1=CC(=C(C=C1)F)C)C1CCN(CC1)C1=C(C(=NC=N1)N)C(C)C (6-{4-[1-[2-(3-Chloro-propylamino)-ethyl]-4-(4-fluoro-3-methyl-phenyl)-1H-imidazol-2-yl]-piperidin-1-yl}-5-isopropyl-pyrimidin-4-ylamine). RXN SMILES: [N:1]1([CH2:5][CH2:6][N:7]2[CH:11]=[C:10]([C:12]3[CH:17]=[CH:16][C:15]([F:18])=[C:14]([CH3:19])[CH:13]=3)[N:9]=[C:8]2[CH:20]2[CH2:25][CH2:24][N:23]([C:26]3[N:31]=[CH:30][N:29]=[C:28]([NH2:32])[C:27]=3[CH:33]([CH3:35])[CH3:34])[CH2:22][CH2:21]2)[CH2:4][CH2:3][CH2:2]1.[ClH:36].O1CCOCC1>CO>[Cl:36][CH2:4][CH2:3][CH2:2][NH:1][CH2:5][CH2:6][N:7]1[CH:11]=[C:10]([C:12]2[CH:17]=[CH:16][C:15]([F:18])=[C:14]([CH3:19])[CH:13]=2)[N:9]=[C:8]1[CH:20]1[CH2:25][CH2:24][N:23]([C:26]2[N:31]=[CH:30][N:29]=[C:28]([NH2:32])[C:27]=2[CH:33]([CH3:35])[CH3:34])[CH2:22][CH2:21]1. Reported procedure: To a solution of 6-{4-[1-(2-azetidin-1-yl-ethyl)-4-(4-fluoro-3-methyl-phenyl)-1H-imidazol-2-yl]-piperidin-1-yl}-5-isopropyl-pyrimidin-4-ylamine (70.0 mg; 0.15 mmol; 1.0 eq.) in methanol (0.5 ml), was added 4.0M HCl in dioxane (0.37 ml; 1.47 mmol; 10.0 eq.). The reaction mixture was stirred at 40° C. for 72 hr. After removal of the solvents, the crude was purified by prep HPLC to afford the title compound. LC-MS (M+H=515, obsd=515).